From a dataset of the Open Reaction Database (ORD), a public repository of structured organic reaction records. describe an organic reaction: reactants, conditions, products, and yield Starting materials: C(C)(C)(C)OC(=O)N1CC(CC1)C1=C(C=C(C=C1)S(=O)(=O)C1=CC(=CC=C1)F)C(=O)OCC (3-[2-Ethoxycarbonyl-4-(3-fluoro-benzenesulfonyl)-phenyl]-pyrrolidine-1-carboxylic acid tert-butyl ester), O[Li].O (LiOH hydrate). RXN SMILES: [C:1]([O:5][C:6]([N:8]1[CH2:12][CH2:11][CH:10]([C:13]2[CH:18]=[CH:17][C:16]([S:19]([C:22]3[CH:27]=[CH:26][CH:25]=[C:24]([F:28])[CH:23]=3)(=[O:21])=[O:20])=[CH:15][C:14]=2[C:29]([O:31]CC)=[O:30])[CH2:9]1)=[O:7])([CH3:4])([CH3:3])[CH3:2].O[Li].O>CO.O>[C:1]([O:5][C:6]([N:8]1[CH2:12][CH2:11][CH:10]([C:13]2[CH:18]=[CH:17][C:16]([S:19]([C:22]3[CH:27]=[CH:26][CH:25]=[C:24]([F:28])[CH:23]=3)(=[O:21])=[O:20])=[CH:15][C:14]=2[C:29]([OH:31])=[O:30])[CH2:9]1)=[O:7])([CH3:4])([CH3:2])[CH3:3] |f:1.2|. Isolated yield 99.0%. Product: C(C)(C)(C)OC(=O)N1CC(CC1)C1=C(C=C(C=C1)S(=O)(=O)C1=CC(=CC=C1)F)C(=O)O (3-[2-Carboxy-4-(3-fluoro-benzenesulfonyl)-phenyl]-pyrrolidine-1-carboxylic acid tert-butyl ester). Procedure details: 3-[2-Ethoxycarbonyl-4-(3-fluoro-benzenesulfonyl)-phenyl]-pyrrolidine-1-carboxylic acid tert-butyl ester (290 mg, 0.607 mmol) was dissolved in 3 ml of MeOH. LiOH hydrate (76 mg, 1.821 mmol) was dissolved in 1 ml of water and added to the reaction mixture and allowed to stir for 4 hours. The MeOH was removed under reduced pressure. The aqueous residue was washed with Et2O and then acidified with 3N HCl to give a white precipitate which was filtered and dried to give 270 mgs (99%) of 3-[2-Carboxy-4... Solvent: CO (MeOH), O (water). Run at time 4 hour. Reactants: CCCCCCCCOc1ccc(-c2ncc(Br)cc2F)cc1, CCCCCCCCBr, [Mg], C1CCOC1. Product: CCCCCCCCOc1ccc(-c2ncc(CCCCCCCC)cc2F)cc1. RXN SMILES: [Br:11][c:12]1[cH:13][c:14]([F:33])[c:15](-[c:18]2[cH:19][cH:20][c:21]([O:24][CH2:25][CH2:26][CH2:27][CH2:28][CH2:29][CH2:30][CH2:31][CH3:32])[cH:22][cH:23]2)[n:16][cH:17]1.[CH2:2]([CH2:3][CH2:4][CH2:5][CH2:6][CH2:7][CH2:8][CH3:9])[Br:10].[Mg:1].[O:34]1[CH2:35][CH2:36][CH2:37][CH2:38]1>>[CH2:2]([CH2:3][CH2:4][CH2:5][CH2:6][CH2:7][CH2:8][CH3:9])[c:12]1[cH:13][c:14]([F:33])[c:15](-[c:18]2[cH:19][cH:20][c:21]([O:24][CH2:25][CH2:26][CH2:27][CH2:28][CH2:29][CH2:30][CH2:31][CH3:32])[cH:22][cH:23]2)[n:16][cH:17]1. Reactants: Cc1ccc(S(=O)(=O)N=C=O)cc1, O=C1CC(=O)CC(c2ccccc2)C1, c1ccccc1. The product is Cc1ccc(S(=O)(=O)NC(=O)C2C(=O)CC(c3ccccc3)CC2=O)cc1. RXN SMILES: [c:15]1([CH3:27])[cH:16][cH:17][c:18]([S:21](=[O:22])(=[O:23])[N:24]=[C:25]=[O:26])[cH:19][cH:20]1.[c:1]1([CH:7]2[CH2:8][C:9](=[O:14])[CH2:10][C:11](=[O:13])[CH2:12]2)[cH:2][cH:3][cH:4][cH:5][cH:6]1.[cH:28]1[cH:29][cH:30][cH:31][cH:32][cH:33]1>>[c:1]1([CH:7]2[CH2:8][C:9](=[O:14])[CH:10]([C:25]([NH:24][S:21]([c:18]3[cH:17][cH:16][c:15]([CH3:27])[cH:20][cH:19]3)(=[O:22])=[O:23])=[O:26])[C:11](=[O:13])[CH2:12]2)[cH:2][cH:3][cH:4][cH:5][cH:6]1. Reactants: [Cl-].[NH4+] (ammonium chloride), BrC=1C(=C2C(N=C(O2)C2CC2)=C(C1C)C#N)F (6-Bromo-2-cyclopropyl-7-fluoro-5-methyl-1,3-benzoxazole-4-carbonitrile), FC=1C=C(C=C(C1)F)B(O)O (3,5-difluorophenylboronic acid), P(=O)([O-])([O-])[O-].[K+].[K+].[K+] (tripotassium phosphate). Reagents/catalysts: C=1C=CC(=CC1)[P](C=2C=CC=CC2)(C=3C=CC=CC3)[Pd]([P](C=4C=CC=CC4)(C=5C=CC=CC5)C=6C=CC=CC6)([P](C=7C=CC=CC7)(C=8C=CC=CC8)C=9C=CC=CC9)[P](C=1C=CC=CC1)(C=1C=CC=CC1)C=1C=CC=CC1 (tetrakis(triphenylphosphine)palladium(0)). Solvent: O1CCOCC1 (1,4-dioxane). Conditions: temperature 95 celsius, time 60 hour. The product is C1(CC1)C=1OC=2C(N1)=C(C(=C(C2F)C2=CC(=CC(=C2)F)F)C)C#N (2-Cyclopropyl-6-(3,5-difluorophenyl)-7-fluoro-5-methyl-1,3-benzoxazole-4-carbonitrile). RXN SMILES: Br[C:2]1[C:3]([F:17])=[C:4]2[O:8][C:7]([CH:9]3[CH2:11][CH2:10]3)=[N:6][C:5]2=[C:12]([C:15]#[N:16])[C:13]=1[CH3:14].[F:18][C:19]1[CH:20]=[C:21](B(O)O)[CH:22]=[C:23]([F:25])[CH:24]=1.P([O-])([O-])([O-])=O.[K+].[K+].[K+].[Cl-].[NH4+]>O1CCOCC1.C1C=CC([P]([Pd]([P](C2C=CC=CC=2)(C2C=CC=CC=2)C2C=CC=CC=2)([P](C2C=CC=CC=2)(C2C=CC=CC=2)C2C=CC=CC=2)[P](C2C=CC=CC=2)(C2C=CC=CC=2)C2C=CC=CC=2)(C2C=CC=CC=2)C2C=CC=CC=2)=CC=1>[CH:9]1([C:7]2[O:8][C:4]3[C:5](=[C:12]([C:15]#[N:16])[C:13]([CH3:14])=[C:2]([C:21]4[CH:20]=[C:19]([F:18])[CH:24]=[C:23]([F:25])[CH:22]=4)[C:3]=3[F:17])[N:6]=2)[CH2:11][CH2:10]1 |f:2.3.4.5,6.7,^1:48,50,69,88|. Procedure details: 6-Bromo-2-cyclopropyl-7-fluoro-5-methyl-1,3-benzoxazole-4-carbonitrile (I-77) (200 mg, 0.68 mmol), 3,5-difluorophenylboronic acid (428 mg, 2.71 mmol) and tripotassium phosphate (288 mg, 1.36 mmol) were dissolved in 1,4-dioxane (8 ml), then at room temperature, tetrakis(triphenylphosphine)palladium(0) (157 mg, 0.14 mmol) was added. The solution was stirred under nitrogen atmosphere at 95° C. for 60 hours. After cooling to room temperature, aqueous saturated ammonium chloride solution was added to... Reactants: CN(CCn1ccc([N+](=O)[O-])n1)C(=O)OC(C)(C)C, CCO, [Cl-], [NH4+]. Yields the product CN(CCn1ccc(N)n1)C(=O)OC(C)(C)C. Reaction SMILES: [CH3:1][N:2]([C:3]([O:4][C:5]([CH3:6])([CH3:7])[CH3:8])=[O:9])[CH2:10][CH2:11][n:12]1[n:13][c:14]([N+:17]([O-:18])=[O:19])[cH:15][cH:16]1.[CH3:22][CH2:23][OH:24].[Cl-:20].[NH4+:21]>>[CH3:1][N:2]([C:3]([O:4][C:5]([CH3:6])([CH3:7])[CH3:8])=[O:9])[CH2:10][CH2:11][n:12]1[n:13][c:14]([NH2:17])[cH:15][cH:16]1. The reactants are CC1=C(C(=CC=C1)C)NCCCCC=1C=NC=CC1 (N-(2,6-dimethylphenyl)-3-pyridinebutanamine), CC1=C(C(=CC=C1)C)NC(CCCCCC=1C=NC=CC1)=O (N-(2,6-dimethylphenyl)-3-pyridinehexanamide). The product is CC1=C(C(=CC=C1)C)NCCCCCCC=1C=NC=CC1 (N-(2,6-Dimethylphenyl)-3-pyridinehexanamine), yellow oil. As a reaction SMILES: CC1C=CC=C(C)C=1NCCCCC1C=NC=CC=1.[CH3:20][C:21]1[CH:26]=[CH:25][CH:24]=[C:23]([CH3:27])[C:22]=1[NH:28][C:29](=O)[CH2:30][CH2:31][CH2:32][CH2:33][CH2:34][C:35]1[CH:36]=[N:37][CH:38]=[CH:39][CH:40]=1>>[CH3:27][C:23]1[CH:24]=[CH:25][CH:26]=[C:21]([CH3:20])[C:22]=1[NH:28][CH2:29][CH2:30][CH2:31][CH2:32][CH2:33][CH2:34][C:35]1[CH:36]=[N:37][CH:38]=[CH:39][CH:40]=1. Procedure details: N-(2,6-Dimethylphenyl)-3-pyridinehexanamine was prepared in a manner similar to that employed above for preparing N-(2,6-dimethylphenyl)-3-pyridinebutanamine. Starting with 6.4 g of N-(2,6-dimethylphenyl)-3-pyridinehexanamide, there was obtained 3.6 g of a yellow oil which was purified by silica gel chromatography eluting with 1:1 ethyl acetate-hexane to give 2.8 g of N-(2,6-dimethylphenyl) -3-pyridinehexanamine as an oil, bp 215°-230° C./0.1 mm.